This data is from the Open Reaction Database (ORD), a public repository of structured organic reaction records. The task is: describe an organic reaction: reactants, conditions, products, and yield Starting materials: C1(CCCC1)N1N=C2C(=CC=CC2=C1C1=CC=C(C=C1)OC)F (2-cyclopentyl-7-fluoro-3-(4-methoxyphenyl)-2H-indazole), B(Br)(Br)Br (boron tribromide), C1=CCCCC1 (cyclohexene). Yields the product C1(CCCC1)N1N=C2C(=CC=CC2=C1C1=CC=C(C=C1)O)F (4-(2-cyclopentyl-7-fluoro-2H-indazol-3-yl)phenol). Isolated yield 57.2%. Reaction SMILES: [CH:1]1([N:6]2[C:14]([C:15]3[CH:20]=[CH:19][C:18]([O:21]C)=[CH:17][CH:16]=3)=[C:13]3[C:8]([C:9]([F:23])=[CH:10][CH:11]=[CH:12]3)=[N:7]2)[CH2:5][CH2:4][CH2:3][CH2:2]1.B(Br)(Br)Br.C1CCCCC=1>>[CH:1]1([N:6]2[C:14]([C:15]3[CH:16]=[CH:17][C:18]([OH:21])=[CH:19][CH:20]=3)=[C:13]3[C:8]([C:9]([F:23])=[CH:10][CH:11]=[CH:12]3)=[N:7]2)[CH2:2][CH2:3][CH2:4][CH2:5]1. Procedure: Prepared according to Method D step C from 2-cyclopentyl-7-fluoro-3-(4-methoxyphenyl)-2H-indazole (0.055 g, 0.177 mmol), boron tribromide (0. 70 mL, 0.74 mmol) and 0.3 mL of cyclohexene to give the product (0.03 g) as an amber solid. Reactants: C(CCCCC(=O)Cl)(=O)Cl (adipyl chloride), C(#N)NC1=C(C=C(C=C1)C)C (N-cyano-2,4-dimethylaniline), [OH-].[Na+] (NaOH), C(Cl)(Cl)Cl (chloroform). Run in CC(=O)C (acetone). Yields the product C(#N)N(C(CCCCC(=O)N(C#N)C1=C(C=C(C=C1)C)C)=O)C1=C(C=C(C=C1)C)C (Adipic acid bis-(N-cyano-2,4-dimethylphenylamide)). As a reaction SMILES: [C:1](Cl)(=[O:9])[CH2:2][CH2:3][CH2:4][CH2:5][C:6](Cl)=[O:7].[C:11]([NH:13][C:14]1[CH:19]=[CH:18][C:17]([CH3:20])=[CH:16][C:15]=1[CH3:21])#[N:12].[OH-].[Na+].C(Cl)(Cl)Cl>CC(C)=O>[C:11]([N:13]([C:14]1[CH:19]=[CH:18][C:17]([CH3:20])=[CH:16][C:15]=1[CH3:21])[C:1](=[O:9])[CH2:2][CH2:3][CH2:4][CH2:5][C:6]([N:13]([C:14]1[CH:19]=[CH:18][C:17]([CH3:20])=[CH:16][C:15]=1[CH3:21])[C:11]#[N:12])=[O:7])#[N:12] |f:2.3|. Procedure: A solution of 10.07 g (0.055 mol) of adipyl chloride in 30 ml of acetone is added dropwise to 14.6 g (0.1 mol) of N-cyano-2,4-dimethylaniline in 60 ml of 2N NaOH (0.12 mol) at 10°-26° C. in the course of 40 minutes, while cooling and stirring rapidly, and the reaction mixture is then stirred for another 2 hours and 15 minutes at 15°-25° C. 50 ml of chloroform are then added, the mixture is stirred for 10 minutes, the two phases are separated, the organic phase is dried with anhydrous sodium sulf... Starting materials: OCC1=CC=C(C=C1)C(C)NC(C)=O (N-(1-(4-hydroxymethylphenyl)ethyl)acetamide), S(=O)(Cl)Cl (thionyl chloride), C(O)([O-])=O.[Na+] (sodium hydrogencarbonate). The solvent is C(C)(=O)OCC (ethyl acetate), C(Cl)(Cl)Cl (chloroform). Product: ClCC1=CC=C(C=C1)C(C)NC(C)=O (N-(1-(4-chloromethylphenyl)ethyl)acetamide). RXN SMILES: O[CH2:2][C:3]1[CH:8]=[CH:7][C:6]([CH:9]([NH:11][C:12](=[O:14])[CH3:13])[CH3:10])=[CH:5][CH:4]=1.S(Cl)([Cl:17])=O.C(=O)([O-])O.[Na+]>C(Cl)(Cl)Cl.C(OCC)(=O)C>[Cl:17][CH2:2][C:3]1[CH:8]=[CH:7][C:6]([CH:9]([NH:11][C:12](=[O:14])[CH3:13])[CH3:10])=[CH:5][CH:4]=1 |f:2.3|. Procedure: A solution of N-(1-(4-formylphenyl)ethyl)acetamide (0.32 g) and sodium borohydride (63 mg) in ethanol (10 ml) was stirred at room temperature for 1 hr. Thereto was added 2N hydrochloric acid (1 ml) to stop the reaction, and the reaction mixture was poured into ice water (100 ml) and extracted with ethyl acetate. The extract was washed successively with saturated sodium hydrogencarbonate solution (500 ml) and saturated brine (500 ml) and dried over anhydrous sodium sulfate. The solvent was evapor... The reactants are N1[C@H](CCC1)COC1=CC=C(OC2=CC=NC=C2)C=C1 (4-[4-((R)-1-Pyrrolidin-2-ylmethoxy)-phenoxy]-pyridine), [OH-].[Na+] (NaOH), Cl (HCl), C(C=C)(=O)OC (methyl acrylate). Solvent: O1CCOCC1 (dioxane), ClCCl (Dichloromethane). Conditions: time 8 hour. Yields the product N1=CC=C(C=C1)OC1=CC=C(OC[C@@H]2N(CCC2)CCC(=O)O)C=C1 (3-{(R)-2-[4-(Pyridin-4-yloxy)-phenoxymethyl]-pyrrolidin-1-yl}-propionic acid). Reaction SMILES: [NH:1]1[CH2:5][CH2:4][CH2:3][C@@H:2]1[CH2:6][O:7][C:8]1[CH:20]=[CH:19][C:11]([O:12][C:13]2[CH:18]=[CH:17][N:16]=[CH:15][CH:14]=2)=[CH:10][CH:9]=1.[OH-].[Na+].[C:23]([O:27]C)(=[O:26])[CH:24]=[CH2:25].Cl>O1CCOCC1.ClCCl>[N:16]1[CH:17]=[CH:18][C:13]([O:12][C:11]2[CH:10]=[CH:9][C:8]([O:7][CH2:6][C@H:2]3[CH2:3][CH2:4][CH2:5][N:1]3[CH2:25][CH2:24][C:23]([OH:27])=[O:26])=[CH:20][CH:19]=2)=[CH:14][CH:15]=1 |f:1.2|. Procedure details: The product from Example 144 (50 mg, 0.15 mmol) was treated with 20% NaOH (5 ml) and extracted with EtOAc, dried over Na2SO4 and dried down to give the free base. Dichloromethane (3 ml) and methyl acrylate (0.4 ml, 2.8 mmol) were added and the mixture was stirred at rt overnight. The reaction mixture was dried down to give an oil. Excess 4.0M HCl in dioxane was added and the mixture was stirred overnight at rt. The solvent was removed in vacuo to give the title compound. (15 mg, 23%); LC/MS; m/z... Reactants: CN(C)C=O, NNC(=O)c1ccc(C(=O)NCCO)c(Cl)c1, CC(=O)c1csc(-c2ccc(Cl)c(Cl)c2)c1O, Cl, O. Yields the product CC(=NNC(=O)c1ccc(C(=O)NCCO)c(Cl)c1)c1csc(-c2ccc(Cl)c(Cl)c2)c1O. RXN SMILES: [CH3:37][N:38]([CH3:39])[CH:40]=[O:41].[Cl:18][c:19]1[c:20]([C:21](=[O:22])[NH:23][CH2:24][CH2:25][OH:26])[cH:27][cH:28][c:29]([C:31](=[O:32])[NH:33][NH2:34])[cH:30]1.[Cl:1][c:2]1[cH:3][c:4](-[c:9]2[s:10][cH:11][c:12]([C:15](=[O:16])[CH3:17])[c:13]2[OH:14])[cH:5][cH:6][c:7]1[Cl:8].[ClH:35].[OH2:36]>>[Cl:1][c:2]1[cH:3][c:4](-[c:9]2[s:10][cH:11][c:12]([C:15]([CH3:17])=[N:34][NH:33][C:31]([c:29]3[cH:28][cH:27][c:20]([C:21](=[O:22])[NH:23][CH2:24][CH2:25][OH:26])[c:19]([Cl:18])[cH:30]3)=[O:32])[c:13]2[OH:14])[cH:5][cH:6][c:7]1[Cl:8]. Isolated yield 82.4%. The solvent is C1(=CC=CC=C1)C (toluene). The product is N1(N=CN=C1)C1=CC=C(C=C1)C(C=C(C(F)(F)F)C1=CC(=CC(=C1)Cl)Cl)=O (1-(4-(1H-1,2,4-triazol-1-yl)phenyl)-3-(3,5-dichlorophenyl)-4,4,4-trifluoro-2-buten-1-one). Conditions: time 3 hour. Procedure details: After adding 6.00 g of toluene to 2.00 g (4.65 mmol) of 1-(4-(1H-1,2,4-triazol-1-yl)phenyl)-3-(3,5-dichlorophenyl)-4,4,4-trifluoro-3-hydroxybutan-1-one, 1.11 g (9.30 mmol) of thionyl chloride and 0.74 g (9.30 mmol) of pyridine were added at 80° C., and stirred for 3 hours. The reaction solution was cooled to room temperature, and separated by adding 50 ml of chloroform and 20 ml of water. After washing the organic phase with an aqueous solution of 0.37 g of sodium hydroxide dissolved into 2.0 g ... As a reaction SMILES: [N:1]1([C:6]2[CH:11]=[CH:10][C:9]([C:12](=[O:28])[CH2:13][C:14]([C:20]3[CH:25]=[C:24]([Cl:26])[CH:23]=[C:22]([Cl:27])[CH:21]=3)(O)[C:15]([F:18])([F:17])[F:16])=[CH:8][CH:7]=2)[CH:5]=[N:4][CH:3]=[N:2]1.S(Cl)(Cl)=O.N1C=CC=CC=1>C1(C)C=CC=CC=1>[N:1]1([C:6]2[CH:7]=[CH:8][C:9]([C:12](=[O:28])[CH:13]=[C:14]([C:20]3[CH:25]=[C:24]([Cl:26])[CH:23]=[C:22]([Cl:27])[CH:21]=3)[C:15]([F:18])([F:16])[F:17])=[CH:10][CH:11]=2)[CH:5]=[N:4][CH:3]=[N:2]1. The reactants are N1(N=CN=C1)C1=CC=C(C=C1)C(CC(C(F)(F)F)(O)C1=CC(=CC(=C1)Cl)Cl)=O (1-(4-(1H-1,2,4-triazol-1-yl)phenyl)-3-(3,5-dichlorophenyl)-4,4,4-trifluoro-3-hydroxybutan-1-one), S(=O)(Cl)Cl (thionyl chloride), N1=CC=CC=C1 (pyridine). The reactants are O (water), ClC=1C(=NC=NC1C)NCCOC1=C(C=C(C=C1)CC=O)C (5-chloro-4-[2-(4-formylmethyl-2-methylphenoxy)ethylamino]-6-methylpyrimidine), C(CO)O (ethylene glycol), C1(=CC=C(C=C1)S(=O)(=O)O)C (p-toluenesulfonic acid). The solvent is C1(=CC=CC=C1)C (toluene). The product is ClC=1C(=NC=NC1C)NCCOC1=C(C=C(C=C1)CC1OCCO1)C (5-chloro-4-{2-[4-(1,3-dioxolan-2-ylmethyl)-2-methylphenoxy]ethylamino}-6-methylpyrimidine). The yield is 69.4%. As a reaction SMILES: [Cl:1][C:2]1[C:3]([NH:9][CH2:10][CH2:11][O:12][C:13]2[CH:18]=[CH:17][C:16]([CH2:19][CH:20]=[O:21])=[CH:15][C:14]=2[CH3:22])=[N:4][CH:5]=[N:6][C:7]=1[CH3:8].[CH2:23](O)[CH2:24][OH:25].C1(C)C=CC(S(O)(=O)=O)=CC=1.O>C1(C)C=CC=CC=1>[Cl:1][C:2]1[C:3]([NH:9][CH2:10][CH2:11][O:12][C:13]2[CH:18]=[CH:17][C:16]([CH2:19][CH:20]3[O:25][CH2:24][CH2:23][O:21]3)=[CH:15][C:14]=2[CH3:22])=[N:4][CH:5]=[N:6][C:7]=1[CH3:8]. Reported procedure: 10.0 g of 5-chloro-4-[2-(4-formylmethyl-2-methylphenoxy)ethylamino]-6-methylpyrimidine and 3.0 g of ethylene glycol were dissolved in 300 ml of toluene. A small amount of p-toluenesulfonic acid was added to the solution, and the reaction vessel was equipped with a device for quantitatively determining water. The mixture was then heated under reflux for 8 hours. At the end of this time, the reaction mixture was washed with water and dried over anhydrous sodium sulfate. Toluene was removed by dist... Reactants: 12, ClC1=C(C=CC(=O)O)C=CC=C1 (2-chlorocinnamic acid), [BH4-].[Na+] (NaBH4), Cl (HCl). Run in C1CCOC1 (THF), C1CCOC1 (THF), C1CCOC1 (THF). Yields the product ClC1=C(C=CC=C1)/C=C/CO (trans-3-(2-Chlorophenyl)-2-propen-1-ol). Yield: 61.9%. RXN SMILES: [Cl:1][C:2]1[CH:12]=[CH:11][CH:10]=[CH:9][C:3]=1[CH:4]=[CH:5][C:6](O)=[O:7].[BH4-].[Na+].Cl>C1COCC1>[Cl:1][C:2]1[CH:12]=[CH:11][CH:10]=[CH:9][C:3]=1/[CH:4]=[CH:5]/[CH2:6][OH:7] |f:1.2|. Procedure details: A solution of 2-chlorocinnamic acid (5.00 g, 27.4 mmol) in THF (50 mL) was slowly added to a suspension of NaBH4 (1.24 g, 32.9 mmol) in THF (50 mL) at room temperature. The mixture was stirred until evolution of gas ceased. A solution of 12 (3.47 g, 13.7 mmol) in THF (50 mL) was then added and the mixture was stirred at room temperature for 1 h. Aqueous 3 N HCl solution (10 mL) was added carefully and the mixture was extracted with Et2O. The combined organic layers were successively washed with ... Reactants: ClCC1=NOC(=C1)C1=CC(=C(C(=C1)OC)OC)OC (3-Chloromethyl-5-(3,4,5-trimethoxyphenyl)isoxazole), N1CCNCCC1 (homopiperazine). Product: COC=1C=C(C=C(C1OC)OC)C1=CC(=NO1)CN1CCN(CCC1)CC1=NOC(=C1)C1=CC(=C(C(=C1)OC)OC)OC (N,N′-bis[(5-(3,4,5-Trimethoxyphenyl)isoxazol-3-yl)methyl]homopiperazine). RXN SMILES: Cl[CH2:2][C:3]1[CH:7]=[C:6]([C:8]2[CH:13]=[C:12]([O:14][CH3:15])[C:11]([O:16][CH3:17])=[C:10]([O:18][CH3:19])[CH:9]=2)[O:5][N:4]=1.[NH:20]1[CH2:26][CH2:25][CH2:24][NH:23][CH2:22][CH2:21]1>>[CH3:19][O:18][C:10]1[CH:9]=[C:8]([C:6]2[O:5][N:4]=[C:3]([CH2:2][N:20]3[CH2:26][CH2:25][CH2:24][N:23]([CH2:2][C:3]4[CH:7]=[C:6]([C:8]5[CH:9]=[C:10]([O:18][CH3:19])[C:11]([O:16][CH3:17])=[C:12]([O:14][CH3:15])[CH:13]=5)[O:5][N:4]=4)[CH2:22][CH2:21]3)[CH:7]=2)[CH:13]=[C:12]([O:14][CH3:15])[C:11]=1[O:16][CH3:17]. Procedure details: 3-Chloromethyl-5-(3,4,5-trimethoxyphenyl)isoxazole (170 mg) and homopiperazine (30 mg) were reacted in the same manner in Example 1 to obtain the title compound as a free base. Starting materials: ClCCl, Cn1ncc(CN)c1-c1ccc(Cl)cc1C(=O)c1ccccc1F, [Na+], [OH-], O=P(O)(O)O. Product: Cn1ncc2c1-c1ccc(Cl)cc1C(c1ccccc1F)=NC2. As a reaction SMILES: [CH2:32]([Cl:33])[Cl:34].[Cl:6][c:7]1[cH:8][c:9]([C:10](=[O:11])[c:12]2[c:13]([F:18])[cH:14][cH:15][cH:16][cH:17]2)[c:19](-[c:22]2[c:23]([CH2:28][NH2:29])[cH:24][n:25][n:26]2[CH3:27])[cH:20][cH:21]1.[Na+:31].[OH-:30].[P:1]([OH:2])([OH:3])([OH:4])=[O:5]>>[Cl:6][c:7]1[cH:8][c:9]2[c:19]([cH:20][cH:21]1)-[c:22]1[c:23]([cH:24][n:25][n:26]1[CH3:27])[CH2:28][N:29]=[C:10]2[c:12]1[c:13]([F:18])[cH:14][cH:15][cH:16][cH:17]1.